The task is: describe an organic reaction: reactants, conditions, products, and yield. This data is from the Open Reaction Database (ORD), a public repository of structured organic reaction records. Reactants: COCOc1ccc(C=O)cc1, CCO, Cl, [Na+], [OH-], COc1cc(O)c(C(C)=O)c(OC)c1. Yields the product COCOc1ccc(C=CC(=O)c2c(O)cc(OC)cc2OC)cc1. Reaction SMILES: [CH3:15][O:16][CH2:17][O:18][c:19]1[cH:20][cH:21][c:22]([CH:23]=[O:24])[cH:25][cH:26]1.[CH3:30][CH2:31][OH:32].[ClH:29].[Na+:28].[OH-:27].[OH:1][c:2]1[c:3]([C:12]([CH3:13])=[O:14])[c:4]([O:10][CH3:11])[cH:5][c:6]([O:8][CH3:9])[cH:7]1>>[OH:1][c:2]1[c:3]([C:12]([CH:13]=[CH:23][c:22]2[cH:21][cH:20][c:19]([O:18][CH2:17][O:16][CH3:15])[cH:26][cH:25]2)=[O:14])[c:4]([O:10][CH3:11])[cH:5][c:6]([O:8][CH3:9])[cH:7]1. The reactants are Cl.Cl.N12C[C@@H](C(CC1)CC2)N ((R)-1-azabicyclo[2.2.2]oct-3-ylamine dihydrochloride), COC=1C=C(C=NC1)/C=C/C(=O)O (E-3-(5-methoxy-3-pyridyl)propenoic acid). Product: N12C[C@@H](C(CC1)CC2)NC(\C=C\C=2C=NC=C(C2)OC)=O ((R)-N-(1-Azabicyclo[2.2.2]oct-3-yl)[E-3-(5-methoxy-3-pyridyl)propenamide]). As a reaction SMILES: Cl.Cl.[N:3]12[CH2:10][CH2:9][CH:6]([CH2:7][CH2:8]1)[C@@H:5]([NH2:11])[CH2:4]2.[CH3:12][O:13][C:14]1[CH:15]=[C:16](/[CH:20]=[CH:21]/[C:22](O)=[O:23])[CH:17]=[N:18][CH:19]=1>>[N:3]12[CH2:10][CH2:9][CH:6]([CH2:7][CH2:8]1)[C@@H:5]([NH:11][C:22](=[O:23])/[CH:21]=[CH:20]/[C:16]1[CH:17]=[N:18][CH:19]=[C:14]([O:13][CH3:12])[CH:15]=1)[CH2:4]2 |f:0.1.2|. Procedure details: Prepared as a free base by a method analogous to that described in Example 1 from (R)-1-azabicyclo[2.2.2]oct-3-ylamine dihydrochloride and E-3-(5-methoxy-3-pyridyl)propenoic acid; the compound was purified by chromatography on silica gel using ammoniated methanol/chloroform mixtures as the eluent; MS (ES+) 288 (MH+). Reactants: C1CCOC1, CC(=O)OC(C)=O, O=CO, CC(C)C(CS(=O)(=O)c1ccc(-c2cccc(CNC(=O)c3nc4ccccc4c(=O)[nH]3)c2)cc1)NO. The product is CC(C)C(CS(=O)(=O)c1ccc(-c2cccc(CNC(=O)c3nc4ccccc4c(=O)[nH]3)c2)cc1)N(O)C=O. Reaction SMILES: [CH2:48]1[O:49][CH2:50][CH2:51][CH2:52]1.[CH3:4][C:5]([O:6][C:7](=[O:8])[CH3:9])=[O:10].[CH:1](=[O:2])[OH:3].[OH:11][NH:12][CH:13]([CH2:14][S:15](=[O:16])(=[O:17])[c:18]1[cH:19][cH:20][c:21](-[c:24]2[cH:25][c:26]([CH2:30][NH:31][C:32](=[O:33])[c:34]3[n:35][c:36]4[cH:37][cH:38][cH:39][cH:40][c:41]4[c:42](=[O:44])[nH:43]3)[cH:27][cH:28][cH:29]2)[cH:22][cH:23]1)[CH:45]([CH3:46])[CH3:47]>>[CH:1](=[O:2])[N:12]([OH:11])[CH:13]([CH2:14][S:15](=[O:16])(=[O:17])[c:18]1[cH:19][cH:20][c:21](-[c:24]2[cH:25][c:26]([CH2:30][NH:31][C:32](=[O:33])[c:34]3[n:35][c:36]4[cH:37][cH:38][cH:39][cH:40][c:41]4[c:42](=[O:44])[nH:43]3)[cH:27][cH:28][cH:29]2)[cH:22][cH:23]1)[CH:45]([CH3:46])[CH3:47].